This data is from the Open Reaction Database (ORD), a public repository of structured organic reaction records. The task is: describe an organic reaction: reactants, conditions, products, and yield Starting materials: BrCC=1C=C(C(=O)Cl)C=CC1 (3-(bromomethyl)benzoyl chloride), FC(C=1C=C(CNC(C2=CC(=NC=C2)C2=C(C=CC(=C2)N2CCCCC2)N)=O)C=CC1)(F)F (N-(3-(trifluoromethyl)benzyl)-2-(2-amino-5-(piperidin-1-yl)phenyl)isonicotinamide), ClCC=1C=C(C(=O)NC2=C(C=C(C=C2)N2CCCCC2)C=2C=C(C(=O)NCC3=CC(=CC=C3)C(F)(F)F)C=CN2)C=CC1 (2-(2-(3-(chloromethyl)benzamido)-5-(piperidin-1-yl)phenyl)-N-(3-(trifluoromethyl)benzyl)-isonicotinamide). Yields the product BrCC=1C=C(C(=O)NC2=C(C=C(C=C2)N2CCCCC2)C=2C=C(C(=O)NCC3=CC(=CC=C3)C(F)(F)F)C=CN2)C=CC1 (2-(2-(3-(bromomethyl)benzamido)-5-(piperidin-1-yl)phenyl)-N-(3-(trifluoromethyl)benzyl)isonicotinamide). Reaction SMILES: [Br:1][CH2:2][C:3]1[CH:4]=[C:5]([CH:9]=[CH:10][CH:11]=1)[C:6](Cl)=[O:7].[F:12][C:13]([F:44])([F:43])[C:14]1[CH:15]=[C:16]([CH:40]=[CH:41][CH:42]=1)[CH2:17][NH:18][C:19](=[O:39])[C:20]1[CH:25]=[CH:24][N:23]=[C:22]([C:26]2[CH:31]=[C:30]([N:32]3[CH2:37][CH2:36][CH2:35][CH2:34][CH2:33]3)[CH:29]=[CH:28][C:27]=2[NH2:38])[CH:21]=1.ClCC1C=C(C=CC=1)C(NC1C=CC(N2CCCCC2)=CC=1C1C=C(C=CN=1)C(NCC1C=CC=C(C(F)(F)F)C=1)=O)=O>>[Br:1][CH2:2][C:3]1[CH:4]=[C:5]([CH:9]=[CH:10][CH:11]=1)[C:6]([NH:38][C:27]1[CH:28]=[CH:29][C:30]([N:32]2[CH2:33][CH2:34][CH2:35][CH2:36][CH2:37]2)=[CH:31][C:26]=1[C:22]1[CH:21]=[C:20]([CH:25]=[CH:24][N:23]=1)[C:19]([NH:18][CH2:17][C:16]1[CH:40]=[CH:41][CH:42]=[C:14]([C:13]([F:44])([F:12])[F:43])[CH:15]=1)=[O:39])=[O:7]. Reported procedure: This compound was prepared from 3-(bromomethyl)benzoyl chloride and Intermediate 4.1c using the procedure described for the synthesis of 2-(2-(3-(chloromethyl)benzamido)-5-(piperidin-1-yl)phenyl)-N-(3-(trifluoromethyl)benzyl)isonicotinamide 8.1a. Starting materials: BrC1=CC=C(O[Si](C)(C)C(C)(C)C)C=C1 ((4-bromophenoxy)-tert-butyldimethylsilane), [Mg] (magnesium), Steroid, [Cl-].[NH4+] (ammonium chloride), C(C1=CC=CC=C1)OC1=CC=C(C=C1)C(C(CC)C1=CC=CC=C1)=O (1-(4-benzyloxyphenyl)-2-phenyl-butan-1-one). Solvent: C(C)(=O)OCC (ethyl acetate), O1CCCC1 (tetrahydrofuran), O1CCCC1 (tetrahydrofuran). Run at temperature 0 celsius. Product: C(C1=CC=CC=C1)OC1=CC=C(C=C1)C(C(CC)C1=CC=CC=C1)(O)C1=CC=C(C=C1)O[Si](C)(C)C(C)(C)C (1-(4-benzyloxyphenyl)-1-(4-tert-butyldimethylsiloxy-phenyl)-2-phenyl-butan-1-ol). The yield is 93.0%. Reaction SMILES: Br[C:2]1[CH:15]=[CH:14][C:5]([O:6][Si:7]([C:10]([CH3:13])([CH3:12])[CH3:11])([CH3:9])[CH3:8])=[CH:4][CH:3]=1.[Mg].[CH2:17]([O:24][C:25]1[CH:30]=[CH:29][C:28]([C:31](=[O:41])[CH:32]([C:35]2[CH:40]=[CH:39][CH:38]=[CH:37][CH:36]=2)[CH2:33][CH3:34])=[CH:27][CH:26]=1)[C:18]1[CH:23]=[CH:22][CH:21]=[CH:20][CH:19]=1.[Cl-].[NH4+]>O1CCCC1.C(OCC)(=O)C>[CH2:17]([O:24][C:25]1[CH:30]=[CH:29][C:28]([C:31]([C:2]2[CH:15]=[CH:14][C:5]([O:6][Si:7]([C:10]([CH3:13])([CH3:12])[CH3:11])([CH3:9])[CH3:8])=[CH:4][CH:3]=2)([OH:41])[CH:32]([C:35]2[CH:40]=[CH:39][CH:38]=[CH:37][CH:36]=2)[CH2:33][CH3:34])=[CH:27][CH:26]=1)[C:18]1[CH:19]=[CH:20][CH:21]=[CH:22][CH:23]=1 |f:3.4|. Procedure: A solution of 19.32 g of (4-bromophenoxy)-tert-butyldimethylsilane in 50 ml of tetrahydrofuran is added in drops to a suspension of 1.58 g of magnesium chips in 100 ml of tetrahydrofuran at 80° C. bath temperature, and it is refluxed for 1 hour. Then, it is cooled to 0° C., and 6.0 g of 1-(4-benzyloxyphenyl)-2-phenyl-butan-1-one [D. W. Robertson; J. A. Katzenellenbogen; D. -J. Ellen; A. Rorke; B. S. Katzenellenbogen, J. Steroid Biochem., 1982, 16, 1-13] is added, and it is stirred for 24 more ho...